This data is from the Open Reaction Database (ORD), a public repository of structured organic reaction records. The task is: describe an organic reaction: reactants, conditions, products, and yield Reactants: Cl (hydrochloric acid), C1(=CC=CC=C1)C=1C(=CN(C1)CC1=CC=C(C=C1)OCC=1N=C(SC1)C1=NC=CN=C1)CCC(=O)OCC (ethyl 3-[4-phenyl-1-[4-[2-(2-pyrazinyl)-4-thiazolylmethoxy]benzyl]-3-pyrrolyl]propionate), [OH-].[Na+] (sodium hydroxide), O1CCCC1 (tetrahydrofuran). Solvent: C(C)O (ethanol). Conditions: time 8 hour. Product: C1(=CC=CC=C1)C=1C(=CN(C1)CC1=CC=C(C=C1)OCC=1N=C(SC1)C1=NC=CN=C1)CCC(=O)O (3-[4-phenyl-1-[4-[2-(2-pyrazinyl)-4-thiazolylmethoxy]benzyl]-3-pyrrolyl]propionic acid). The yield is 87.8%. Reaction SMILES: [C:1]1([C:7]2[C:8]([CH2:32][CH2:33][C:34]([O:36]CC)=[O:35])=[CH:9][N:10]([CH2:12][C:13]3[CH:18]=[CH:17][C:16]([O:19][CH2:20][C:21]4[N:22]=[C:23]([C:26]5[CH:31]=[N:30][CH:29]=[CH:28][N:27]=5)[S:24][CH:25]=4)=[CH:15][CH:14]=3)[CH:11]=2)[CH:6]=[CH:5][CH:4]=[CH:3][CH:2]=1.[OH-].[Na+].O1CCCC1.Cl>C(O)C>[C:1]1([C:7]2[C:8]([CH2:32][CH2:33][C:34]([OH:36])=[O:35])=[CH:9][N:10]([CH2:12][C:13]3[CH:18]=[CH:17][C:16]([O:19][CH2:20][C:21]4[N:22]=[C:23]([C:26]5[CH:31]=[N:30][CH:29]=[CH:28][N:27]=5)[S:24][CH:25]=4)=[CH:15][CH:14]=3)[CH:11]=2)[CH:6]=[CH:5][CH:4]=[CH:3][CH:2]=1 |f:1.2|. Reported procedure: A mixture of ethyl 3-[4-phenyl-1-[4-[2-(2-pyrazinyl)-4-thiazolylmethoxy]benzyl]-3-pyrrolyl]propionate (629 mg), 1N aqueous sodium hydroxide solution (2.5 ml), tetrahydrofuran (5 ml) and ethanol (5 ml) was stirred at room temperature overnight and 1N hydrochloric acid (2.5 ml) was added, which was extracted with ethyl acetate. The ethyl acetate layer was washed with saturated aqueous sodium chloride solution, dried (MgSO4), and then concentrated. The colorless crystals obtained were collected by ...